Dataset: the Open Reaction Database (ORD), a public repository of structured organic reaction records. Task: describe an organic reaction: reactants, conditions, products, and yield The reactants are ClC1=C(NC)C=CC=C1 (2-chloro-N-methylaniline), O(C1=CC=CC=C1)CCCC(=O)O (4-phenoxy-butyric acid), N1=C(SC=2CCOC3=C(C12)C=CC=C3)C(=O)O (4,5-Dihydro-6-oxa-3-thia-1-aza-benzo[e]azulene-2-carboxylic acid), N1=C(SC=2CCOC3=C(C12)C=CC=C3)C(=O)O (4,5-dihydro-6-oxa-3-thia-1-aza-benzo[e]azulene-2-carboxylic acid), [OH-].[Na+] (sodium hydroxide). Run in O (water), C1CCOC1 (THF). The product is ClC1=C(C=CC=C1)N(C(=O)C=1SC=2CCOC3=C(C2N1)C=CC=C3)C (4,5-dihydro-6-oxa-3-thia-1-aza-benzo[e]azulene-2-carboxylic acid (2-chloro-phenyl)-methyl-amide). Reaction SMILES: O(CCCC(O)=O)C1C=CC=CC=1.[N:14]1[C:23]2[C:22]3[CH:24]=[CH:25][CH:26]=[CH:27][C:21]=3[O:20][CH2:19][CH2:18][C:17]=2[S:16][C:15]=1[C:28]([OH:30])=O.[OH-].[Na+].[Cl:33][C:34]1[CH:41]=[CH:40][CH:39]=[CH:38][C:35]=1[NH:36][CH3:37]>C1COCC1.O>[Cl:33][C:34]1[CH:41]=[CH:40][CH:39]=[CH:38][C:35]=1[N:36]([CH3:37])[C:28]([C:15]1[S:16][C:17]2[CH2:18][CH2:19][O:20][C:21]3[CH:27]=[CH:26][CH:25]=[CH:24][C:22]=3[C:23]=2[N:14]=1)=[O:30] |f:2.3|. Procedure: To a solution of 4-bromo-3,4-dihydro-2H-benzo[b]oxepin-5-one (4.0 g, 12.4 mmol) in ethanol, was added ethyl thiooxamate (5.0 g, 37.4 mmol) and the reaction mixture was heated to reflux for 3 days. Purification on silica gave 4,5-dihydro-6-oxa-3-thia-1-aza-benzo[e]azulene-2-carboxylic acid ethyl ester, which was hydrolyzed to the carboxylic acid, 4,5-dihydro-6-oxa-3-thia-1-aza-benzo[e]azulene-2-carboxylic acid, in THF, sodium hydroxide, and water. 4,5-Dihydro-6-oxa-3-thia-1-aza-benzo[e]azulene-2-...